Dataset: the Open Reaction Database (ORD), a public repository of structured organic reaction records. Task: describe an organic reaction: reactants, conditions, products, and yield The reactants are C(#N)C=1C=C(CNC(C(=O)OC(C)(C)C)CC(C)C)C=C(C1)F (tert-butyl 2-[(3-cyano-5-fluorobenzyl)amino]-4-methylpentanoate), NO (hydroxylamine). Run in O (water), C(C)O (ethanol). Conditions: temperature 0 celsius, time 16 hour. The product is NC(C=1C=C(CNC(C(=O)OCC)CC(C)C)C=C(C1)F)=NO (Ethyl 2-({3-[amino(hydroxyimino)methyl]-5-fluorobenzyl}amino)-4-methylpentanoate). Yield: 75.2%. Reaction SMILES: [C:1]([C:3]1[CH:4]=[C:5]([CH:20]=[C:21]([F:23])[CH:22]=1)[CH2:6][NH:7][CH:8]([CH2:16][CH:17]([CH3:19])[CH3:18])[C:9]([O:11][C:12](C)(C)[CH3:13])=[O:10])#[N:2].[NH2:24][OH:25]>C(O)C.O>[NH2:2][C:1](=[N:24][OH:25])[C:3]1[CH:4]=[C:5]([CH:20]=[C:21]([F:23])[CH:22]=1)[CH2:6][NH:7][CH:8]([CH2:16][CH:17]([CH3:18])[CH3:19])[C:9]([O:11][CH2:12][CH3:13])=[O:10]. Procedure: To tert-butyl 2-[(3-cyano-5-fluorobenzyl)amino]-4-methylpentanoate (3.0 g, 9.4 mmol) in ethanol (30 mL) was added hydroxylamine (1.2 mL, 0.019 mol) and it was stirred at 0° C. for 16 hrs. The reaction mixture was diluted with water (250 mL) and extracted with ethyl acetate. The organic layer was separated, washed with brine, dried and concentrated. The crude product was purified by chromatography using petroleum ether/ethyl acetate as eluent, affording the title compound as a white solid (2.3 g,...